This data is from the Open Reaction Database (ORD), a public repository of structured organic reaction records. The task is: describe an organic reaction: reactants, conditions, products, and yield Starting materials: CO, Cc1ccc(NC(=O)C(CC2CCC(=O)CC2)c2ccc(S(C)(=O)=O)c(Cl)c2)nc1, Cl, NO, Cc1cccc(C)n1. Yields the product Cc1ccc(NC(=O)C(CC2CCC(=NO)CC2)c2ccc(S(C)(=O)=O)c(Cl)c2)nc1. Reaction SMILES: [CH3:34][OH:35].[Cl:4][c:5]1[cH:6][c:7]([CH:15]([C:16](=[O:17])[NH:18][c:19]2[n:20][cH:21][c:22]([CH3:25])[cH:23][cH:24]2)[CH2:26][CH:27]2[CH2:28][CH2:29][C:30](=[O:33])[CH2:31][CH2:32]2)[cH:8][cH:9][c:10]1[S:11](=[O:12])(=[O:13])[CH3:14].[ClH:1].[NH2:2][OH:3].[n:36]1[c:37]([CH3:38])[cH:39][cH:40][cH:41][c:42]1[CH3:43]>>[N:2]([OH:3])=[C:30]1[CH2:29][CH2:28][CH:27]([CH2:26][CH:15]([c:7]2[cH:6][c:5]([Cl:4])[c:10]([S:11](=[O:12])(=[O:13])[CH3:14])[cH:9][cH:8]2)[C:16](=[O:17])[NH:18][c:19]2[n:20][cH:21][c:22]([CH3:25])[cH:23][cH:24]2)[CH2:32][CH2:31]1.